Task: describe an organic reaction: reactants, conditions, products, and yield. Dataset: the Open Reaction Database (ORD), a public repository of structured organic reaction records The reactants are C(=O)(O)[O-].[Na+] (NaHCO3), OC=1C=C2C=CC(=NC2=CC1)C (6-hydroxyquinaldine), ClC1=C(C=C(C(=O)OC)C=C1)S(=O)(=O)C (methyl 4-chloro-3-methylsulfonyl-benzoate), C(=O)([O-])[O-].[Cs+].[Cs+] (Cs2CO3). Solvent: CN(C(N(C)C)=O)C (tetramethylurea). Product: N1=C(C)C=CC2=CC(=CC=C12)OC1=C(C=C(C(=O)OC)C=C1)S(=O)(=O)C (methyl 4-(6-quinaldinyloxy)-3-methylsulfonyl-benzoate). The yield is 85.4%. As a reaction SMILES: [OH:1][C:2]1[CH:3]=[C:4]2[C:9](=[CH:10][CH:11]=1)[N:8]=[C:7]([CH3:12])[CH:6]=[CH:5]2.Cl[C:14]1[CH:23]=[CH:22][C:17]([C:18]([O:20][CH3:21])=[O:19])=[CH:16][C:15]=1[S:24]([CH3:27])(=[O:26])=[O:25].C([O-])([O-])=O.[Cs+].[Cs+].C([O-])(O)=O.[Na+]>CN(C)C(=O)N(C)C>[N:8]1[C:9]2[C:4](=[CH:3][C:2]([O:1][C:14]3[CH:23]=[CH:22][C:17]([C:18]([O:20][CH3:21])=[O:19])=[CH:16][C:15]=3[S:24]([CH3:27])(=[O:25])=[O:26])=[CH:11][CH:10]=2)[CH:5]=[CH:6][C:7]=1[CH3:12] |f:2.3.4,5.6|. Procedure: 2 g of 6-hydroxyquinaldine, 3.12 g of methyl 4-chloro-3-methylsulfonyl-benzoate and 12.28 g of Cs2CO3 are stirred in 50 ml of anhydrous tetramethylurea at 110° C. for 1 h. The mixture is cooled, 250 ml of saturated aqueous NaHCO3 solution are added and extraction is carried out 3 times with 125 ml of EA. The extracts are dried over Na2SO4, the solvent is removed in vacuo and the residue is chromatographed with MTB. 3.98 g of a colorless foam are obtained. Rf (MTB)=0.31 MS (ES): 372 (M+H)+ Starting materials: CS(=O)O, CC#N, CSc1nc(O)cc(CCl)n1, [Na], CN(C)C=O. The product is CSc1nc(O)cc(CS(C)(=O)=O)n1. RXN SMILES: [CH3:13][S:14](=[O:15])[OH:16].[CH3:22][C:23]#[N:24].[Cl:1][CH2:2][c:3]1[cH:4][c:5]([OH:11])[n:6][c:7]([S:9][CH3:10])[n:8]1.[Na:12].[O:17]=[CH:18][N:19]([CH3:20])[CH3:21]>>[CH2:2]([c:3]1[cH:4][c:5]([OH:11])[n:6][c:7]([S:9][CH3:10])[n:8]1)[S:14]([CH3:13])(=[O:15])=[O:16].